This data is from the Open Reaction Database (ORD), a public repository of structured organic reaction records. The task is: describe an organic reaction: reactants, conditions, products, and yield Starting materials: [Br-], COc1cc(Br)cc(I)c1, Br, CC(=O)O, CCCC[N+](CCCC)(CCCC)CCCC. The product is Oc1cc(Br)cc(I)c1. As a reaction SMILES: [Br-:16].[Br:1][c:2]1[cH:3][c:4]([I:10])[cH:5][c:6]([O:8][CH3:9])[cH:7]1.[BrH:11].[CH3:12][C:13](=[O:14])[OH:15].[CH3:17][CH2:18][CH2:19][CH2:20][N+:21]([CH2:22][CH2:23][CH2:24][CH3:25])([CH2:26][CH2:27][CH2:28][CH3:29])[CH2:30][CH2:31][CH2:32][CH3:33]>>[Br:1][c:2]1[cH:3][c:4]([I:10])[cH:5][c:6]([OH:8])[cH:7]1.